Dataset: the Open Reaction Database (ORD), a public repository of structured organic reaction records. Task: describe an organic reaction: reactants, conditions, products, and yield The reactants are C1CCOC1, C[Si](C)(C)[N-][Si](C)(C)C, COC(=O)C(CC1CCCC1)OS(=O)(=O)C(F)(F)F, FC(F)(F)c1cc[nH]n1, [Li+]. Yields the product COC(=O)C(CC1CCCC1)n1ccc(C(F)(F)F)n1. Reaction SMILES: [CH2:39]1[O:40][CH2:41][CH2:42][CH2:43]1.[CH3:10][Si:11]([CH3:12])([CH3:13])[N-:14][Si:15]([CH3:16])([CH3:17])[CH3:18].[CH:20]1([CH2:25][CH:26]([C:27](=[O:28])[O:29][CH3:30])[O:31][S:32]([C:33]([F:34])([F:35])[F:36])(=[O:37])=[O:38])[CH2:21][CH2:22][CH2:23][CH2:24]1.[F:1][C:2]([c:3]1[n:4][nH:5][cH:6][cH:7]1)([F:8])[F:9].[Li+:19]>>[F:1][C:2]([c:3]1[n:4][n:5]([CH:26]([CH2:25][CH:20]2[CH2:21][CH2:22][CH2:23][CH2:24]2)[C:27](=[O:28])[O:29][CH3:30])[cH:6][cH:7]1)([F:8])[F:9].